From a dataset of the Open Reaction Database (ORD), a public repository of structured organic reaction records. describe an organic reaction: reactants, conditions, products, and yield Starting materials: FC1=C(C(=O)NC2=CC(=CC=C2)OC(C)C)C=CC(=C1I)C (2-fluoro-3-iodo-N-(3-isopropoxyphenyl)-4-methylbenzamide), CNC1=NC2=CC=C(C=C2C=N1)B1OC(C(O1)(C)C)(C)C (N-methyl-6-(4,4,5,5-tetramethyl-1,3,2-dioxaborolan-2-yl)quinazolin-2-amine), C([O-])([O-])=O.[Na+].[Na+] (sodium carbonate). Reagents/catalysts: C=1C=CC(=CC1)/C=C/C(=O)/C=C/C2=CC=CC=C2.C=1C=CC(=CC1)/C=C/C(=O)/C=C/C2=CC=CC=C2.C=1C=CC(=CC1)/C=C/C(=O)/C=C/C2=CC=CC=C2.[Pd].[Pd] (tris(dibenzylideneacetone)dipalladium). Run in COCCOC (DME). Yields the product FC1=C(C(=O)NC2=CC(=CC=C2)OC(C)C)C=CC(=C1C=1C=C2C=NC(=NC2=CC1)NC)C (2-fluoro-N-(3-isopropoxyphenyl)-4-methyl-3-(2-(methylamino)-quinazolin-6-yl)benzamide). Isolated yield 57.1%. Reaction SMILES: [F:1][C:2]1[C:20](I)=[C:19]([CH3:22])[CH:18]=[CH:17][C:3]=1[C:4]([NH:6][C:7]1[CH:12]=[CH:11][CH:10]=[C:9]([O:13][CH:14]([CH3:16])[CH3:15])[CH:8]=1)=[O:5].[CH3:23][NH:24][C:25]1[N:34]=[CH:33][C:32]2[C:27](=[CH:28][CH:29]=[C:30](B3OC(C)(C)C(C)(C)O3)[CH:31]=2)[N:26]=1.C(=O)([O-])[O-].[Na+].[Na+]>COCCOC.C1C=CC(/C=C/C(/C=C/C2C=CC=CC=2)=O)=CC=1.C1C=CC(/C=C/C(/C=C/C2C=CC=CC=2)=O)=CC=1.C1C=CC(/C=C/C(/C=C/C2C=CC=CC=2)=O)=CC=1.[Pd].[Pd]>[F:1][C:2]1[C:20]([C:30]2[CH:31]=[C:32]3[C:27](=[CH:28][CH:29]=2)[N:26]=[C:25]([NH:24][CH3:23])[N:34]=[CH:33]3)=[C:19]([CH3:22])[CH:18]=[CH:17][C:3]=1[C:4]([NH:6][C:7]1[CH:12]=[CH:11][CH:10]=[C:9]([O:13][CH:14]([CH3:16])[CH3:15])[CH:8]=1)=[O:5] |f:2.3.4,6.7.8.9.10|. Procedure details: A mixture of 2-fluoro-3-iodo-N-(3-isopropoxyphenyl)-4-methylbenzamide (630 mg, 1525 μmol), N-methyl-6-(4,4,5,5-tetramethyl-1,3,2-dioxaborolan-2-yl)quinazolin-2-amine (522 mg, 1830 μmol) and sodium carbonate (2 M aqueous solution) (1525 μL, 3049 μmol) in DME (25 mL) was flushed with nitrogen and then tetrakis(triphenylphosphine)palladium (0) (176 mg, 152 μmol) was added. The mixture was refluxed for 24 h and then cooled to RT. Solvent was removed in vacuo and the residue was purified by flash chr... Reactants: O=C([O-])[O-], Oc1ccc(Cl)cc1, [K+], [K+], O=[N+]([O-])c1ccc(Br)cc1, O. Yields the product O=[N+]([O-])c1ccc(Oc2ccc(Cl)cc2)cc1. As a reaction SMILES: [C:19](=[O:20])([O-:21])[O-:22].[Cl:1][c:2]1[cH:3][cH:4][c:5]([OH:8])[cH:6][cH:7]1.[K+:23].[K+:24].[N+:9](=[O:10])([O-:11])[c:12]1[cH:13][cH:14][c:15]([Br:18])[cH:16][cH:17]1.[OH2:25]>>[Cl:1][c:2]1[cH:3][cH:4][c:5]([O:8][c:15]2[cH:14][cH:13][c:12]([N+:9](=[O:10])[O-:11])[cH:17][cH:16]2)[cH:6][cH:7]1. Starting materials: CC(OC1CN(C2=C(CN(C)C)C(=O)CC2)CC1c1ccc(F)cc1)c1cc(C(F)(F)F)cc(C(F)(F)F)c1, CI, c1ccccc1. Yields the product CC(OC1CN(C2=C(C[N+](C)(C)C)C(=O)CC2)CC1c1ccc(F)cc1)c1cc(C(F)(F)F)cc(C(F)(F)F)c1, [I-]. Reaction SMILES: [F:1][C:2]([c:3]1[cH:4][c:5]([CH:13]([CH3:14])[O:15][CH:16]2[CH2:17][N:18]([C:28]3=[C:29]([CH2:34][N:35]([CH3:36])[CH3:37])[C:30](=[O:33])[CH2:31][CH2:32]3)[CH2:19][CH:20]2[c:21]2[cH:22][cH:23][c:24]([F:27])[cH:25][cH:26]2)[cH:6][c:7]([C:9]([F:10])([F:11])[F:12])[cH:8]1)([F:38])[F:39].[I:40][CH3:41].[cH:42]1[cH:43][cH:44][cH:45][cH:46][cH:47]1>>[F:1][C:2]([c:3]1[cH:4][c:5]([CH:13]([CH3:14])[O:15][CH:16]2[CH2:17][N:18]([C:28]3=[C:29]([CH2:34][N+:35]([CH3:36])([CH3:37])[CH3:41])[C:30](=[O:33])[CH2:31][CH2:32]3)[CH2:19][CH:20]2[c:21]2[cH:22][cH:23][c:24]([F:27])[cH:25][cH:26]2)[cH:6][c:7]([C:9]([F:10])([F:11])[F:12])[cH:8]1)([F:38])[F:39].[I-:40]. Reactants: CCOCC, COc1ccccc1CN, S=C(Cl)Cl, O. Yields the product COc1ccccc1CN=C=S. Reaction SMILES: [CH2:16]([O:17][CH2:18][CH3:19])[CH3:20].[CH3:1][O:2][c:3]1[c:4]([CH2:5][NH2:6])[cH:7][cH:8][cH:9][cH:10]1.[Cl:11][C:12]([Cl:13])=[S:14].[OH2:15]>>[CH3:1][O:2][c:3]1[c:4]([CH2:5][N:6]=[C:12]=[S:14])[cH:7][cH:8][cH:9][cH:10]1. Reactants: N1=CC(=CC=C1)C=O (pyridine-3-carboxaldehyde), C[C@H]1N(C[C@@H](NC1)C)C=1C=CC=2N(N1)C(=NN2)C(F)(F)F (6-[(2R,5S)-2,5-dimethylpiperazin-1-yl]-3-(trifluoromethyl)-[1,2,4]triazolo[4,3-b]pyridazine). Product: C[C@H]1N(C[C@@H](N(C1)CC=1C=NC=CC1)C)C=1C=CC=2N(N1)C(=NN2)C(F)(F)F (6-[(2R,5S)-2,5-dimethyl-4-(3-pyridylmethyl)piperazin-1-yl]-3-(trifluoromethyl)-[1,2,4]triazolo[4,3-b]pyridazine). The yield is 84.0%. As a reaction SMILES: [N:1]1[CH:6]=[CH:5][CH:4]=[C:3]([CH:7]=O)[CH:2]=1.[CH3:9][C@@H:10]1[CH2:15][NH:14][C@@H:13]([CH3:16])[CH2:12][N:11]1[C:17]1[CH:18]=[CH:19][C:20]2[N:21]([C:23]([C:26]([F:29])([F:28])[F:27])=[N:24][N:25]=2)[N:22]=1>>[CH3:9][C@@H:10]1[CH2:15][N:14]([CH2:7][C:3]2[CH:2]=[N:1][CH:6]=[CH:5][CH:4]=2)[C@@H:13]([CH3:16])[CH2:12][N:11]1[C:17]1[CH:18]=[CH:19][C:20]2[N:21]([C:23]([C:26]([F:29])([F:28])[F:27])=[N:24][N:25]=2)[N:22]=1. Procedure details: A mixture of pyridine-3-carboxaldehyde and 6-[(2R,5S)-2,5-dimethylpiperazin-1-yl]-3-(trifluoromethyl)-[1,2,4]triazolo[4,3-b]pyridazine was allowed to react by General Synthetic Method 5 to give 6-[(2R,5S)-2,5-dimethyl-4-(3-pyridylmethyl)piperazin-1-yl]-3-(trifluoromethyl)-[1,2,4]triazolo[4,3-b]pyridazine in 84% yield.